Dataset: the Open Reaction Database (ORD), a public repository of structured organic reaction records. Task: describe an organic reaction: reactants, conditions, products, and yield Starting materials: CC1=C(C(=C(C(=C1C(=O)C(C(=O)OCC)=COCC)F)F)F)F (Ethyl 2-(6-methyl-2,3,4,5-tetrafluorobenzoyl)-3-ethoxyacrylate), C1(CC1)N (cyclopropylamine). The solvent is C(C)O (ethanol). Conditions: time 30 minute. The product is CC1=C(C(=C(C(=C1C(=O)C(C(=O)OCC)=CNC1CC1)F)F)F)F (ethyl 2-(6-methyl-2,3,4,5-tetrafluorobenzoyl)-3-cyclopropylaminoacrylate). The yield is 91.8%. RXN SMILES: [CH3:1][C:2]1[C:7]([C:8]([C:10](=[CH:16]OCC)[C:11]([O:13][CH2:14][CH3:15])=[O:12])=[O:9])=[C:6]([F:20])[C:5]([F:21])=[C:4]([F:22])[C:3]=1[F:23].[CH:24]1([NH2:27])[CH2:26][CH2:25]1>C(O)C>[CH3:1][C:2]1[C:7]([C:8]([C:10](=[CH:16][NH:27][CH:24]2[CH2:26][CH2:25]2)[C:11]([O:13][CH2:14][CH3:15])=[O:12])=[O:9])=[C:6]([F:20])[C:5]([F:21])=[C:4]([F:22])[C:3]=1[F:23]. Procedure: Ethyl 2-(6-methyl-2,3,4,5-tetrafluorobenzoyl)-3-ethoxyacrylate (5 g) is dissolved in ethanol (25 ml) and thereto cyclopropylamine (1.0 g) is added dropwise under ice-cooling. After stirring at room temperature for 30 minutes, the mixture is concentrated and the residue is purified with column chromatography (silica-gel, dichloromethane: n-hexane =1:1) to give ethyl 2-(6-methyl-2,3,4,5-tetrafluorobenzoyl)-3-cyclopropylaminoacrylate (4.74 g), as white plates, m.p. 78°-79° C. (recrystallized from p... The reactants are CC=1C=C(C(O)=CC1)O (4-methylpyrocatechol), [OH-].[K+] (potassium hydroxide), FC(=C(Cl)F)F (trifluorochloroethylene). Run in C1CCCS1(=O)=O (tetramethylene sulphone). Yields the product CC1=CC2=C(OC(C(O2)F)(F)F)C=C1 (6-Methyl-2,2,3-trifluoro-1,4-benzodioxane). Reaction SMILES: [CH3:1][C:2]1[CH:3]=[C:4]([OH:9])[C:5](=[CH:7][CH:8]=1)[OH:6].[OH-].[K+].[F:12][C:13]([F:17])=[C:14]([F:16])Cl>C1S(=O)(=O)CCC1>[CH3:1][C:2]1[CH:8]=[CH:7][C:5]2[O:6][C:13]([F:17])([F:12])[CH:14]([F:16])[O:9][C:4]=2[CH:3]=1 |f:1.2|. Reported procedure: 124 g of 4-methylpyrocatechol were initially introduced into 300 ml of tetramethylene sulphone, together with 110 g of potassium hydroxide, at 110° C. 170 g of trifluorochloroethylene were then passed in in the course of 4 hours. The mixture was then distilled over a column under 15 mm Hg, the distillate being removed up to a transition temperature of 85° C. After separating off the aqueous phase in the receiver, the product was again distilled. 133 g ( 65% of theory) of 6-methyl-2,2,3-trifluoro... Starting materials: C(C)OC=1C=C(C=O)C=CC1C (3-ethoxy-4-methyl-benzaldehyde), C(C)OC=1C=C(C=O)C=CC1C (3-ethoxy-4-methyl-benzaldehyde), C(=O)([O-])[O-].[K+].[K+] (K2CO3), C(C)OC=1C=C(C=O)C=CC1O (3-ethoxy-4-hydroxy-benzaldehyde), BrCC=C(C)C (1-bromo-3-methyl-2-butene). The solvent is CN(C)C=O (DMF). Product: C(C)OC=1C=C(C=O)C=CC1OCC=C(C)C (3-Ethoxy-4-(3-methyl-but-2-enyloxy)-benzaldehyde). Reaction SMILES: [CH2:1]([O:3][C:4]1[CH:5]=[C:6]([CH:9]=[CH:10][C:11]=1[OH:12])[CH:7]=[O:8])[CH3:2].Br[CH2:14][CH:15]=[C:16]([CH3:18])[CH3:17].C([O-])([O-])=O.[K+].[K+].C(OC1C=C(C=CC=1C)C=O)C>CN(C=O)C>[CH2:1]([O:3][C:4]1[CH:5]=[C:6]([CH:9]=[CH:10][C:11]=1[O:12][CH2:14][CH:15]=[C:16]([CH3:18])[CH3:17])[CH:7]=[O:8])[CH3:2] |f:2.3.4|. Procedure details: The title compound was prepared by reaction of 3-ethoxy-4-hydroxy-benzaldehyde with 1-bromo-3-methyl-2-butene in DMF using K2CO3 as base in analogy to the preparation of 3-ethoxy-4-methyl-benzaldehyde (intermediate D2). Starting materials: ClCc1ccc(OCc2ccccc2)cc1OCc1ccccc1, CS(C)=O, N#C[Na], O. The product is N#CCc1ccc(OCc2ccccc2)cc1OCc1ccccc1. As a reaction SMILES: [CH2:1]([c:2]1[cH:3][cH:4][cH:5][cH:6][cH:7]1)[O:8][c:9]1[c:10]([CH2:11][Cl:12])[cH:13][cH:14][c:15]([O:17][CH2:18][c:19]2[cH:20][cH:21][cH:22][cH:23][cH:24]2)[cH:16]1.[CH3:29][S:30](=[O:31])[CH3:32].[Na:25][C:26]#[N:27].[OH2:28]>>[CH2:1]([c:2]1[cH:3][cH:4][cH:5][cH:6][cH:7]1)[O:8][c:9]1[c:10]([CH2:11][C:26]#[N:27])[cH:13][cH:14][c:15]([O:17][CH2:18][c:19]2[cH:20][cH:21][cH:22][cH:23][cH:24]2)[cH:16]1.